This data is from the Open Reaction Database (ORD), a public repository of structured organic reaction records. The task is: describe an organic reaction: reactants, conditions, products, and yield Starting materials: CO, O=[N+]([O-])c1cnc(-n2cc3ccccc3n2)nc1Nc1ccc(Cl)cc1, [Pd]. Product: Nc1cnc(-n2cc3ccccc3n2)nc1Nc1ccc(Cl)cc1. As a reaction SMILES: [CH3:27][OH:28].[Cl:1][c:2]1[cH:3][cH:4][c:5]([NH:8][c:9]2[n:10][c:11](-[n:18]3[n:19][c:20]4[cH:21][cH:22][cH:23][cH:24][c:25]4[cH:26]3)[n:12][cH:13][c:14]2[N+:15]([O-:16])=[O:17])[cH:6][cH:7]1.[Pd:29]>>[Cl:1][c:2]1[cH:3][cH:4][c:5]([NH:8][c:9]2[n:10][c:11](-[n:18]3[n:19][c:20]4[cH:21][cH:22][cH:23][cH:24][c:25]4[cH:26]3)[n:12][cH:13][c:14]2[NH2:15])[cH:6][cH:7]1. The reactants are C1CCC2=NCCCN2CC1 (DBU), [Br-].[Li+] (lithium bromide), C(CC)=O (propionaldehyde), C(C)OP(=O)(OCC)CS(=O)(=O)N1CCN(CC1)C1=CC(=NC2=CC=CC=C12)C (4-[4-(Diethoxyphosphorylmethylsulfonyl)piperazin-1-yl]-2-methyl-quinoline). Run in C1CCOC1 (THF), ClCCl (dichloromethane). Run at temperature -10 celsius, time 30 minute. The product is CC1=NC2=CC=CC=C2C(=C1)N1CCN(CC1)S(=O)(=O)\C=C\CCC (2-Methyl-4-[4-[(E)-pent-1-enyl]sulfonylpiperazin-1-yl]quinoline). Yield: 13.6%. As a reaction SMILES: C(OP([CH2:9][S:10]([N:13]1[CH2:18][CH2:17][N:16]([C:19]2[C:28]3[C:23](=[CH:24][CH:25]=[CH:26][CH:27]=3)[N:22]=[C:21]([CH3:29])[CH:20]=2)[CH2:15][CH2:14]1)(=[O:12])=[O:11])(OCC)=O)C.[Br-].[Li+].C(=O)CC.[CH2:36]1[CH2:46]CN2C(=NCCC2)[CH2:38][CH2:37]1>C1COCC1.ClCCl>[CH3:29][C:21]1[CH:20]=[C:19]([N:16]2[CH2:15][CH2:14][N:13]([S:10](/[CH:9]=[CH:46]/[CH2:36][CH2:37][CH3:38])(=[O:12])=[O:11])[CH2:18][CH2:17]2)[C:28]2[C:23](=[CH:24][CH:25]=[CH:26][CH:27]=2)[N:22]=1 |f:1.2|. Procedure details: 4-[4-(Diethoxyphosphorylmethylsulfonyl)piperazin-1-yl]-2-methyl-quinoline (47 mg, 0.106 mmol) was dissolved in anhydrous THF (1 ml), lithium bromide (11.1 mg, 0.128 mmol) and propionaldehyde (9.2 μl, 0.128 mmol) were added with stirring and the mixture was cooled to −10° C. DBU (15.2 μl, 0.102 mmol) was added, and the temperature was raised to room temperature. Stirring was continued for 30 minutes, the reaction mixture was diluted with dichloromethane, washed with 5% sodium bicarbonate solution... Starting materials: CC(=O)OC(C)=O, Cc1cnc(-c2cccc([N+](=O)[O-])c2)n2nc(N)nc12, CN(C)c1ccncc1, c1ccncc1. Reaction SMILES: [C:21]([CH3:22])(=[O:23])[O:24][C:25](=[O:26])[CH3:27].[CH3:1][c:2]1[c:3]2[n:4]([c:5](-[c:8]3[cH:9][c:10]([N+:14](=[O:15])[O-:16])[cH:11][cH:12][cH:13]3)[n:6][cH:7]1)[n:17][c:18]([NH2:20])[n:19]2.[CH3:34][N:35]([CH3:36])[c:37]1[cH:38][cH:39][n:40][cH:41][cH:42]1.[n:28]1[cH:29][cH:30][cH:31][cH:32][cH:33]1>>[CH3:1][c:2]1[c:3]2[n:4]([c:5](-[c:8]3[cH:9][c:10]([N+:14](=[O:15])[O-:16])[cH:11][cH:12][cH:13]3)[n:6][cH:7]1)[n:17][c:18]([NH:20][C:21]([CH3:22])=[O:23])[n:19]2. Yields the product CC(=O)Nc1nc2c(C)cnc(-c3cccc([N+](=O)[O-])c3)n2n1. Reactants: C(C)OC(=O)CN1C(=NC2=C1C=CC(=C2)N(CCN(C)C)S(=O)(=O)C2=CC=CC=C2)COC2=CC=C(C=C2)C#N (1-ethoxycarbonylmethyl-2-[(4-cyanophenyl)-oxymethyl]-5-[N-(2-dimethylaminoethyl)-benzenesulphonylamino]-benzimidazole), Cl.C([O-])([O-])=O.[NH4+].[NH4+] (hydrochloric acid ammonium carbonate). Run in C(C)O (ethanol). The product is C(C)OC(=O)CN1C(=NC2=C1C=CC(=C2)N(CCN(C)C)S(=O)(=O)C2=CC=CC=C2)COC2=CC=C(C=C2)C(N)=N (1-ethoxycarbonylmethyl-2-[(4-amidinophenyl)-oxymethyl]-5-[N-(2-dimethylaminoethyl)-benzenesulphonylamino]-benzimidazole). As a reaction SMILES: [CH2:1]([O:3][C:4]([CH2:6][N:7]1[C:11]2[CH:12]=[CH:13][C:14]([N:16]([S:22]([C:25]3[CH:30]=[CH:29][CH:28]=[CH:27][CH:26]=3)(=[O:24])=[O:23])[CH2:17][CH2:18][N:19]([CH3:21])[CH3:20])=[CH:15][C:10]=2[N:9]=[C:8]1[CH2:31][O:32][C:33]1[CH:38]=[CH:37][C:36]([C:39]#[N:40])=[CH:35][CH:34]=1)=[O:5])[CH3:2].Cl.C(=O)([O-])[O-].[NH4+:46].[NH4+]>C(O)C>[CH2:1]([O:3][C:4]([CH2:6][N:7]1[C:11]2[CH:12]=[CH:13][C:14]([N:16]([S:22]([C:25]3[CH:30]=[CH:29][CH:28]=[CH:27][CH:26]=3)(=[O:24])=[O:23])[CH2:17][CH2:18][N:19]([CH3:21])[CH3:20])=[CH:15][C:10]=2[N:9]=[C:8]1[CH2:31][O:32][C:33]1[CH:34]=[CH:35][C:36]([C:39](=[NH:46])[NH2:40])=[CH:37][CH:38]=1)=[O:5])[CH3:2] |f:1.2.3.4|. Procedure: Prepared analogously to Example 1e from 1-ethoxycarbonylmethyl-2-[(4-cyanophenyl)-oxymethyl]-5-[N-(2-dimethylaminoethyl)-benzenesulphonylamino]-benzimidazole and hydrochloric acid/ammonium carbonate in ethanol. The reactants are ClC1=C(C(=CC=C1)Cl)N1C(N(C2=NC(=NC=C2C1)NCC1=CC=C(C=C1)OC)C1=CC=CC=C1)=O (3-(2,6-dichlorophenyl)-7-(4-methoxybenzyl)amino-3,4-dihydro-1-phenylpyrimido[4,5-d]pyrimidin-2(1H)-one). Run in FC(C(=O)O)(F)F (trifluoroacetic acid). Product: NC1=NC=C2C(=N1)N(C(N(C2)C2=C(C=CC=C2Cl)Cl)=O)C2=CC=CC=C2 (7-amino-3-(2,6-dichlorophenyl)-3,4-dihydro-1-phenylpyrimido[4,5-d]pyrimidin-2(1H)-one). Isolated yield 2.7%. RXN SMILES: [Cl:1][C:2]1[CH:7]=[CH:6][CH:5]=[C:4]([Cl:8])[C:3]=1[N:9]1[CH2:18][C:17]2[C:12](=[N:13][C:14]([NH:19]CC3C=CC(OC)=CC=3)=[N:15][CH:16]=2)[N:11]([C:29]2[CH:34]=[CH:33][CH:32]=[CH:31][CH:30]=2)[C:10]1=[O:35]>FC(F)(F)C(O)=O>[NH2:19][C:14]1[N:13]=[C:12]2[N:11]([C:29]3[CH:30]=[CH:31][CH:32]=[CH:33][CH:34]=3)[C:10](=[O:35])[N:9]([C:3]3[C:4]([Cl:8])=[CH:5][CH:6]=[CH:7][C:2]=3[Cl:1])[CH2:18][C:17]2=[CH:16][N:15]=1. Procedure: A solution of 40 mg (0.96 mmol) of 3-(2,6-dichlorophenyl)-7-(4-methoxybenzyl)amino-3,4-dihydro-1-phenylpyrimido[4,5-d]pyrimidin-2(1H)-one in 5 ml of trifluoroacetic acid was heated at reflux for 5 hours. The mixture was evaporated and the residue was partitioned between 30 ml of ethyl acetate and 30 ml of 2M aqueous sodium hydroxide. The organic phase was dried over magnesium sulfate, filtered and evaporated and the residue was subjected to column chromatography on silica gel using dichlorometha...